From a dataset of the Open Reaction Database (ORD), a public repository of structured organic reaction records. describe an organic reaction: reactants, conditions, products, and yield The reactants are ClC1=CC(=C(CN2N=CC3=CC(=CC=C23)\C=C/2\C(N(C(S2)=O)CCO)=O)C=C1)C(F)(F)F ((5Z)-5-({1-[4-chloro-2-(trifluoromethyl)benzyl]-1H-indazol-5-yl}methylene)-3-(2-hydroxyethyl)thiazolidine-2,4-dione), C(C)(C)(C)OC(=O)N1S(NCC1)(=O)=O (1,1-dioxo-1λ6-[1,2,5]thiadiazolidine-2-carboxylic acid tert-butyl ester). The product is ClC1=CC(=C(CN2N=CC3=CC(=CC=C23)\C=C/2\C(N(C(S2)=O)CCN2S(NCC2)(=O)=O)=O)C=C1)C(F)(F)F ((5Z)-5-({1-[4-Chloro-2-(trifluoromethyl)benzyl]-1H-indazol-5-yl}methylidene)-3-[2-(1,1-dioxido-1,2,5-thiadiazolidin-2-yl)ethyl]-1,3-thiazolidine-2,4-dione). Reaction SMILES: [Cl:1][C:2]1[CH:28]=[CH:27][C:5]([CH2:6][N:7]2[C:15]3[C:10](=[CH:11][C:12](/[CH:16]=[C:17]4/[C:18](=[O:26])[N:19]([CH2:23][CH2:24]O)[C:20](=[O:22])[S:21]/4)=[CH:13][CH:14]=3)[CH:9]=[N:8]2)=[C:4]([C:29]([F:32])([F:31])[F:30])[CH:3]=1.C(OC([N:40]1[CH2:44][CH2:43][NH:42][S:41]1(=[O:46])=[O:45])=O)(C)(C)C>>[Cl:1][C:2]1[CH:28]=[CH:27][C:5]([CH2:6][N:7]2[C:15]3[C:10](=[CH:11][C:12](/[CH:16]=[C:17]4/[C:18](=[O:26])[N:19]([CH2:23][CH2:24][N:40]5[CH2:44][CH2:43][NH:42][S:41]5(=[O:46])=[O:45])[C:20](=[O:22])[S:21]/4)=[CH:13][CH:14]=3)[CH:9]=[N:8]2)=[C:4]([C:29]([F:31])([F:30])[F:32])[CH:3]=1. Procedure: (5Z)-5-({1-[4-Chloro-2-(trifluoromethyl)benzyl]-1H-indazol-5-yl}methylidene)-3-[2-(1,1-dioxido-1,2,5-thiadiazolidin-2-yl)ethyl]-1,3-thiazolidine-2,4-dione was prepared from (5Z)-5-({1-[4-chloro-2-(trifluoromethyl)benzyl]-1H-indazol-5-yl}methylene)-3-(2-hydroxyethyl)thiazolidine-2,4-dione and 1,1-dioxo-1λ6-[1,2,5]thiadiazolidine-2-carboxylic acid tert-butyl ester (compound described in Chemistry—A European Journal 2004, 10(22), 5581-5606) according to General Procedure C followed by deprotection ... Reactants: CCN(C(C)C)C(C)C (DIEA), N[C@@H](CCCNC(N)=N)C(=O)NC1=CC=C([N+](=O)[O-])C=C1.Br.Br (H-L-Arg-pNA.2HBr), CCN(C(C)C)C(C)C (DIEA), N1([C@H](C(=O)O)CCC1)C(=O)OC(C)(C)C (Boc-L-Pro-OH), CCN(C(C)C)C(C)C (DIEA). Solvent: CN(C)C=O (DMF), CN(C)C=O (DMF). Conditions: time 1 hour. Product: N1([C@H](C(=O)N[C@@H](CCCNC(N)=N)C(=O)NC2=CC=C([N+](=O)[O-])C=C2)CCC1)C(=O)OC(C)(C)C.Br (BOC-L-Pro-L-Arg-pNA.HBr). Isolated yield 70.0%. As a reaction SMILES: [NH2:1][C@H:2]([C:10]([NH:12][C:13]1[CH:21]=[CH:20][C:16]([N+:17]([O-:19])=[O:18])=[CH:15][CH:14]=1)=[O:11])[CH2:3][CH2:4][CH2:5][NH:6][C:7](=[NH:9])[NH2:8].[BrH:22].Br.CCN(C(C)C)C(C)C.[N:33]1([C:41]([O:43][C:44]([CH3:47])([CH3:46])[CH3:45])=[O:42])[CH2:40][CH2:39][CH2:38][C@H:34]1[C:35](O)=[O:36]>CN(C=O)C>[N:33]1([C:41]([O:43][C:44]([CH3:47])([CH3:46])[CH3:45])=[O:42])[CH2:40][CH2:39][CH2:38][C@H:34]1[C:35]([NH:1][C@H:2]([C:10]([NH:12][C:13]1[CH:14]=[CH:15][C:16]([N+:17]([O-:19])=[O:18])=[CH:20][CH:21]=1)=[O:11])[CH2:3][CH2:4][CH2:5][NH:6][C:7](=[NH:8])[NH2:9])=[O:36].[BrH:22] |f:0.1.2,6.7|. Procedure: 1 g (2.19 mmol) of H-L-Arg-pNA.2HBr is dissolved in 10 ml of DMF, and 0.854 ml (6.57 mmol) of DIEA is then added. In another vessel, a solution of 4.71 mg (2.19 mmol) of Boc-L-Pro-OH in 50 ml of DMF is neutralized with 0.285 ml of DIEA. The two solutions are mixed and 970 mg of Bop are then added while the resulting mixture is kept at RT, with stirring, the pH being kept at between 7.0 and 8.0 throughout the reaction by the addition of small portions of DIEA. After one hour, the reaction is comp... The reactants are ClC1=C(C=CC=C1)C1=C(C=NO1)C(=O)O (5-(2-chlorophenyl)isoxazole-4-carboxylic acid), C(C)NCC (diethylamine). Yields the product ClC1=C(C=CC=C1)C1=C(C=NO1)C(=O)N(CC)CC (5-(2-Chlorophenyl)-N,N-diethylisoxazole-4-carboxamide), solid. Reaction SMILES: [Cl:1][C:2]1[CH:7]=[CH:6][CH:5]=[CH:4][C:3]=1[C:8]1[O:12][N:11]=[CH:10][C:9]=1[C:13]([OH:15])=O.[CH2:16]([NH:18][CH2:19][CH3:20])[CH3:17]>>[Cl:1][C:2]1[CH:7]=[CH:6][CH:5]=[CH:4][C:3]=1[C:8]1[O:12][N:11]=[CH:10][C:9]=1[C:13]([N:18]([CH2:19][CH3:20])[CH2:16][CH3:17])=[O:15]. Reported procedure: The title compound was prepared from 5-(2-chlorophenyl)isoxazole-4-carboxylic acid (11.2 mg, 0.050 mmol) and diethylamine (4.4 mg, 0.060 mmol) as described in synthetic method A and thereafter purified by preparative HPLC method A to give a solid (3.8 mg). MS (pos) m/z 279.1 (M+1). The reactants are C(C(C)C)C1=NC(=CC(=C1)C1=NC(=NO1)C1=CC=C(C=C1)CC(=O)O)C ({4-[5-(2-isobutyl-6-methyl-pyridin-4-yl)-[1,2,4]oxadiazol-3-yl]-phenyl}-acetic acid), COC(=O)C1CNC1 (azetidine-3-carboxylic acid methyl ester). The product is COC(=O)C1CN(C1)C(CC1=CC=C(C=C1)C1=NOC(=N1)C1=CC(=NC(=C1)C)CC(C)C)=O (1-(2-{4-[5-(2-Isobutyl-6-methyl-pyridin-4-yl)-[1,2,4]oxadiazol-3-yl]-phenyl}-acetyl)-azetidine-3-carboxylic acid methyl ester), C(C(C)C)C1=NC(=CC(=C1)C1=NC(=NO1)C1=CC=C(C=C1)CC(=O)N1CC(C1)C(=O)O)C (1-(2-{4-[5-(2-isobutyl-6-methyl-pyridin-4-yl)-[1,2,4]oxadiazol-3-yl]-phenyl}-acetyl)-azetidine-3-carboxylic acid). Reported procedure: 1-(2-{4-[5-(2-Isobutyl-6-methyl-pyridin-4-yl)-[1,2,4]oxadiazol-3-yl]-phenyl}-acetyl)-azetidine-3-carboxylic acid methyl ester is prepared from {4-[5-(2-isobutyl-6-methyl-pyridin-4-yl)-[1,2,4]oxadiazol-3-yl]-phenyl}-acetic acid and azetidine-3-carboxylic acid methyl ester in analogy to Example 65; stirring this material in 3 N aq. NaOH/dioxane at rt for 20 h gives 1-(2-{4-[5-(2-isobutyl-6-methyl-pyridin-4-yl)-[1,2,4]oxadiazol-3-yl]-phenyl}-acetyl)-azetidine-3-carboxylic acid; LC-MS: tR=0.80, [M+1... Solvent: [OH-].[Na+].O1CCOCC1 (NaOH dioxane). Reaction SMILES: [CH2:1]([C:5]1[CH:10]=[C:9]([C:11]2[O:15][N:14]=[C:13]([C:16]3[CH:21]=[CH:20][C:19]([CH2:22][C:23](O)=[O:24])=[CH:18][CH:17]=3)[N:12]=2)[CH:8]=[C:7]([CH3:26])[N:6]=1)[CH:2]([CH3:4])[CH3:3].[CH3:27][O:28][C:29]([CH:31]1[CH2:34][NH:33][CH2:32]1)=[O:30]>[OH-].[Na+].O1CCOCC1>[CH3:27][O:28][C:29]([CH:31]1[CH2:34][N:33]([C:23](=[O:24])[CH2:22][C:19]2[CH:20]=[CH:21][C:16]([C:13]3[N:12]=[C:11]([C:9]4[CH:8]=[C:7]([CH3:26])[N:6]=[C:5]([CH2:1][CH:2]([CH3:3])[CH3:4])[CH:10]=4)[O:15][N:14]=3)=[CH:17][CH:18]=2)[CH2:32]1)=[O:30].[CH2:1]([C:5]1[CH:10]=[C:9]([C:11]2[O:15][N:14]=[C:13]([C:16]3[CH:17]=[CH:18][C:19]([CH2:22][C:23]([N:33]4[CH2:34][CH:31]([C:29]([OH:28])=[O:30])[CH2:32]4)=[O:24])=[CH:20][CH:21]=3)[N:12]=2)[CH:8]=[C:7]([CH3:26])[N:6]=1)[CH:2]([CH3:4])[CH3:3] |f:2.3.4|. The reactants are C1(=CC=CC=C1)COC(C1=CC(=CC(=C1)OCCCCCCCCCCCCCCCCCC)O)=O (3-hydroxy-5-(octadecyloxy)benzoic acid phenylmethyl ester), O(C1=CC=CC=C1)CCCBr (3-phenoxypropyl bromide), [I-].[Na+] (sodium iodide), C([O-])([O-])=O.[K+].[K+] (potassium carbonate). The solvent is CC(=O)C (acetone), CN(C)C=O (DMF). The product is C1(=CC=CC=C1)COC(C1=CC(=CC(=C1)OCCCOC1=CC=CC=C1)OCCCCCCCCCCCCCCCCCC)=O (3-(octadecyloxy)-5-(3-phenoxypropoxy)benzoic acid phenylmethyl ester). The yield is 96.4%. Reaction SMILES: [C:1]1([CH2:7][O:8][C:9](=[O:36])[C:10]2[CH:15]=[C:14]([O:16][CH2:17][CH2:18][CH2:19][CH2:20][CH2:21][CH2:22][CH2:23][CH2:24][CH2:25][CH2:26][CH2:27][CH2:28][CH2:29][CH2:30][CH2:31][CH2:32][CH2:33][CH3:34])[CH:13]=[C:12]([OH:35])[CH:11]=2)[CH:6]=[CH:5][CH:4]=[CH:3][CH:2]=1.[O:37]([CH2:44][CH2:45][CH2:46]Br)[C:38]1[CH:43]=[CH:42][CH:41]=[CH:40][CH:39]=1.[I-].[Na+].C(=O)([O-])[O-].[K+].[K+]>CC(C)=O.CN(C=O)C>[C:1]1([CH2:7][O:8][C:9](=[O:36])[C:10]2[CH:11]=[C:12]([O:35][CH2:46][CH2:45][CH2:44][O:37][C:38]3[CH:43]=[CH:42][CH:41]=[CH:40][CH:39]=3)[CH:13]=[C:14]([O:16][CH2:17][CH2:18][CH2:19][CH2:20][CH2:21][CH2:22][CH2:23][CH2:24][CH2:25][CH2:26][CH2:27][CH2:28][CH2:29][CH2:30][CH2:31][CH2:32][CH2:33][CH3:34])[CH:15]=2)[CH:6]=[CH:5][CH:4]=[CH:3][CH:2]=1 |f:2.3,4.5.6|. Reported procedure: A mixture of 12 g (0.024 mol) of 3-hydroxy-5-(octadecyloxy)benzoic acid phenylmethyl ester, 6 ml (0.038 mol) of 3-phenoxypropyl bromide, 3.6 g (0.024 mol) of sodium iodide and 10 g (0.072 mol) of potassium carbonate in 400 ml of acetone and 80 ml of DMF was stirred at reflux for 46 hours. The reaction mixture was filtered and the filtrate was concentrated to dryness at reduced pressure. Water was added to the residue and the product was extracted with ethyl acetate. The dried extract was concent...